From a dataset of the Open Reaction Database (ORD), a public repository of structured organic reaction records. describe an organic reaction: reactants, conditions, products, and yield Starting materials: OC1=C(C(=O)O)C=CC(=C1)O (2,4-dihydroxybenzoic acid), Cl.CNOC (N,O-dimethylhydroxylamine hydrochloride), CN1CCOCC1 (N-methylmorpholine), C(CCl)Cl (EDC). The solvent is C(Cl)Cl (methylene chloride). Reaction conditions: time 3 day. Yields the product OC1=C(C(=O)N(C)OC)C=CC(=C1)O (2,4-dihydroxy-N-methoxy-N-methyl-benzamide). RXN SMILES: [OH:1][C:2]1[CH:10]=[C:9]([OH:11])[CH:8]=[CH:7][C:3]=1[C:4]([OH:6])=O.Cl.[CH3:13][NH:14][O:15][CH3:16].CN1CCOCC1.C(Cl)CCl>C(Cl)Cl>[OH:1][C:2]1[CH:10]=[C:9]([OH:11])[CH:8]=[CH:7][C:3]=1[C:4]([N:14]([O:15][CH3:16])[CH3:13])=[O:6] |f:1.2|. Reported procedure: To a cooled solution of 2,4-dihydroxybenzoic acid (8 g, 52 mmol), N,O-dimethylhydroxylamine hydrochloride (6.1 g, 62 mmol) and N-methylmorpholine (13.18 g, 130 mmol) in methylene chloride (50 mL) at 0° C. was added EDC batchwise (11.95 g, 62.3 mmol). Stirred at room temperature for 3 days. The reaction was quenched by the addition of water and then extracted with methylene chloride (2 times). The combined organic extracts were successively washed with a 10% aqueous citric acid solution, a 5% sod... Run at time 2 minute. Reactants: [BH4-].[Na+] (NaBH4), BrC=1C=C2CCCN(C2=NC1C(OC)OC)C(=O)NC1=NC=C(C=C1)C#N (6-bromo-N-(5-cyanopyridin-2-yl)-7-(dimethoxymethyl)-3,4-dihydro-1,8-naphthyridine-1(2H)-carboxamide), BrC=1C=C2CCCN(C2=NC1C(OC)OC)C(=O)NC1=NC=C(C=C1)C#N (6-bromo-N-(5-cyanopyridin-2-yl)-7-(dimethoxymethyl)-3,4-dihydro-1,8-naphthyridine-1(2H)-carboxamide), [Li]CCCC (n-BuLi), C1CCOC1 (THF). Yields the product COC(C1=CC=C2CCCN(C2=N1)C(=O)NC1=NC=C(C=C1)C(CCCC)O)OC ((racemic) 7-(dimethoxymethyl)-N-(5-(1-hydroxypentyl)pyridin-2-yl)-3,4-dihydro-1,8-naphthyridine-1(2H)-carboxamide). RXN SMILES: Br[C:2]1[CH:3]=[C:4]2[C:9](=[N:10][C:11]=1[CH:12]([O:15][CH3:16])[O:13][CH3:14])[N:8]([C:17]([NH:19][C:20]1[CH:25]=[CH:24][C:23]([C:26]#N)=[CH:22][N:21]=1)=[O:18])[CH2:7][CH2:6][CH2:5]2.[Li][CH2:29][CH2:30][CH2:31][CH3:32].[BH4-].[Na+].C1C[O:38]CC1>C(Cl)Cl>[CH3:14][O:13][CH:12]([O:15][CH3:16])[C:11]1[N:10]=[C:9]2[C:4]([CH2:5][CH2:6][CH2:7][N:8]2[C:17]([NH:19][C:20]2[CH:25]=[CH:24][C:23]([CH:26]([OH:38])[CH2:29][CH2:30][CH2:31][CH3:32])=[CH:22][N:21]=2)=[O:18])=[CH:3][CH:2]=1 |f:2.3|. Procedure: A solution of 6-bromo-N-(5-cyanopyridin-2-yl)-7-(dimethoxymethyl)-3,4-dihydro-1,8-naphthyridine-1(2H)-carboxamide (intermediate 2H, 50 mg, 0.116 mmol) in THF (2 ml) at −78° C. was treated with n-BuLi (1.5 M in hexane, 217 μl, 0.326 mmol) and stirred for 2 min. The reaction mixture was treated with N,N-dimethylform-13C-amide (45.6 μl, 0.578 mmol) and stirred for 0.5 h. The reaction was quenched by addition of sat. aq. NH4Cl, warmed to room temperature and extracted with EtOAc (2×). The combined o... The solvent is C(Cl)Cl (DCM).